This data is from the Open Reaction Database (ORD), a public repository of structured organic reaction records. The task is: describe an organic reaction: reactants, conditions, products, and yield Starting materials: [Na] (sodium), BrC(C)C1=CC=CC2=CC=CC=C12 (1-(1-bromoethyl)naphthalene), C(C)OC(C(C(=O)OCC)NC(C)=O)=O (2-Acetylaminopropanedioic acid diethyl ester), [O-]CC.[Na+] (sodium ethoxide). The solvent is C(C)O (ethanol), C(C)O (ethanol). Reaction conditions: time 10 minute. Yields the product C(C)OC(C(C(=O)OCC)(C(C)C1=CC=CC2=CC=CC=C12)NC(C)=O)=O (2-acetylamino-2-[1-(1-naphthyl)ethyl]propanedioic acid diethyl ester). Reaction SMILES: [CH2:1]([O:3][C:4](=[O:15])[CH:5]([NH:11][C:12](=[O:14])[CH3:13])[C:6]([O:8][CH2:9][CH3:10])=[O:7])[CH3:2].[O-]CC.[Na+].[Na].Br[CH:22]([C:24]1[C:33]2[C:28](=[CH:29][CH:30]=[CH:31][CH:32]=2)[CH:27]=[CH:26][CH:25]=1)[CH3:23]>C(O)C>[CH2:9]([O:8][C:6](=[O:7])[C:5]([NH:11][C:12](=[O:14])[CH3:13])([CH:22]([C:24]1[C:33]2[C:28](=[CH:29][CH:30]=[CH:31][CH:32]=2)[CH:27]=[CH:26][CH:25]=1)[CH3:23])[C:4]([O:3][CH2:1][CH3:2])=[O:15])[CH3:10] |f:1.2,^1:19|. Procedure: 2-Acetylaminopropanedioic acid diethyl ester (20.8 g) was added to a solution of sodium ethoxide in ethanol (prepared from sodium (2.2 g) and ethanol (100 ml). After the mixture was stirred for 10 minutes at ambient temperature, 1-(1-bromoethyl)naphthalene was added. The reaction mixture was stirred for 18 hours at room temperature. The precipitated solid was collected by filtration and dissolved in chloroform. The chloroform solution was dried over magnesium sulfate and evaporated to give 2-ace... Reactants: CC1=C(C=CC=C1C(=O)OC)S(=O)(=O)Cl (2-Methyl-3-(methoxycarbonyl)benzenesulfonyl chloride), CNC (dimethylamine). Solvent: O1CCCC1 (tetrahydrofuran). Reaction conditions: time 1 hour. The product is CC1=C(C(=O)OC)C=CC=C1S(=O)(=O)N(C)C (2-Methyl-3-[(N,N-dimethylamino)sulfonyl]benzoic acid, methyl ester). As a reaction SMILES: [CH3:1][C:2]1[C:7]([C:8]([O:10][CH3:11])=[O:9])=[CH:6][CH:5]=[CH:4][C:3]=1[S:12](Cl)(=[O:14])=[O:13].[CH3:16][NH:17][CH3:18]>O1CCCC1>[CH3:1][C:2]1[C:3]([S:12]([N:17]([CH3:18])[CH3:16])(=[O:14])=[O:13])=[CH:4][CH:5]=[CH:6][C:7]=1[C:8]([O:10][CH3:11])=[O:9]. Procedure details: A solution of 33.5 g of the product from Example 9 in 300 ml tetrahydrofuran was cooled to 5°-10° and treated with dimethylamine. The resulting suspension was stirred at room temperature for one hour, filtered, and the filtrate concentrated in vacuo to afford a pale yellow solid. Recrystallization from n-butyl chloride gave 26.7 g of the title compound as a white solid, m.p. 40°-43°; NMR (CDCl3): δ 2.75 (3H, s, CH3), 2.8 (6H, s, SO2N(CH3)2), 3.85 (3H, s, CO2CH3), 7.25-7.55 (1H, m), 7.85-8.25 (2H... Starting materials: NC1=C2N=C(N(C2=NC(=N1)OCCCC)CCCC1N(CCCC1)C(=O)OCC1=CC=CC=C1)OC (Phenylmethyl 2-{3-[6-amino-2-(butyloxy)-8-(methyloxy)-9H-purin-9-yl]propyl}-1-piperidinecarboxylate), FC(C(=O)O)(F)F.C[C@@H](CCC)OC1=NC(=C2N=C(NC2=N1)OC)N (2-{[(1S)-1-methylbutyl]oxy}-8-(methyloxy)-9H-purin-6-amine trifluoroacetate salt), BrCCC1CCN(CC1)C(=O)OCC1=CC=CC=C1 (phenylmethyl 4-(2-bromoethyl)-1-piperidinecarboxylate). Yields the product NC1=C2N=C(N(C2=NC(=N1)O[C@H](CCC)C)CCC1CCN(CC1)C(=O)OCC1=CC=CC=C1)OC (Phenylmethyl 4-{2-[6-amino-2-{[(1S)-1-methylbutyl]oxy}-8-(methyloxy)-9H-purin-9-yl]ethyl}-1-piperidinecarboxylate). Reaction SMILES: NC1N=C(OCCCC)N=C2C=1N=C(OC)N2CCCC1CCCCN1C(OCC1C=CC=CC=1)=O.FC(F)(F)C(O)=O.[CH3:44][C@H:45]([O:49][C:50]1[N:58]=[C:57]2[C:53]([N:54]=[C:55]([O:59][CH3:60])[NH:56]2)=[C:52]([NH2:61])[N:51]=1)[CH2:46][CH2:47][CH3:48].Br[CH2:63][CH2:64][CH:65]1[CH2:70][CH2:69][N:68]([C:71]([O:73][CH2:74][C:75]2[CH:80]=[CH:79][CH:78]=[CH:77][CH:76]=2)=[O:72])[CH2:67][CH2:66]1>>[NH2:61][C:52]1[N:51]=[C:50]([O:49][C@@H:45]([CH3:44])[CH2:46][CH2:47][CH3:48])[N:58]=[C:57]2[C:53]=1[N:54]=[C:55]([O:59][CH3:60])[N:56]2[CH2:63][CH2:64][CH:65]1[CH2:66][CH2:67][N:68]([C:71]([O:73][CH2:74][C:75]2[CH:76]=[CH:77][CH:78]=[CH:79][CH:80]=2)=[O:72])[CH2:69][CH2:70]1 |f:1.2|. Procedure: Prepared similarly to Intermediate 31 from 2-{[(1S)-1-methylbutyl]oxy}-8-(methyloxy)-9H-purin-6-amine trifluoroacetate salt and phenylmethyl 4-(2-bromoethyl)-1-piperidinecarboxylate. Starting materials: Sc1nnc(SCc2ccccc2)s1, N#Cc1nccnc1Cl, [H-], [Na+], CN(C)C=O, c1ccccc1. Yields the product N#Cc1nccnc1Sc1nnc(SCc2ccccc2)s1. Reaction SMILES: [CH2:1]([c:2]1[cH:3][cH:4][cH:5][cH:6][cH:7]1)[S:8][c:9]1[n:10][n:11][c:12]([SH:14])[s:13]1.[Cl:17][c:18]1[c:19]([C:24]#[N:25])[n:20][cH:21][cH:22][n:23]1.[H-:16].[Na+:15].[O:26]=[CH:27][N:28]([CH3:29])[CH3:30].[cH:31]1[cH:32][cH:33][cH:34][cH:35][cH:36]1>>[CH2:1]([c:2]1[cH:3][cH:4][cH:5][cH:6][cH:7]1)[S:8][c:9]1[n:10][n:11][c:12]([S:14][c:18]2[c:19]([C:24]#[N:25])[n:20][cH:21][cH:22][n:23]2)[s:13]1. Reactants: BrC1=NN(C=C1)CCNC(C1=CC=CC=C1)(C1=CC=CC=C1)C1=CC=CC=C1 (2-(3-bromo-1H-pyrazol-1-yl)-N-tritylethanamine), C(C)[SiH](CC)CC (triethylsilane), FC(C(=O)O)(F)F (trifluoroacetic acid). Run in ClCCl (dichloromethane). Run at time 3 hour. Yields the product BrC1=NN(C=C1)CCNC(C)=O (N-(2-(3-bromo-1H-pyrazol-1-yl)ethyl)acetamide). RXN SMILES: [Br:1][C:2]1[CH:6]=[CH:5][N:4]([CH2:7][CH2:8][NH:9][C:10]([C:23]2C=CC=CC=2)(C2C=CC=CC=2)C2C=CC=CC=2)[N:3]=1.C([SiH](CC)CC)C.FC(F)(F)C(O)=[O:39]>ClCCl>[Br:1][C:2]1[CH:6]=[CH:5][N:4]([CH2:7][CH2:8][NH:9][C:10](=[O:39])[CH3:23])[N:3]=1. Procedure: To a solution of 2-(3-bromo-1H-pyrazol-1-yl)-N-tritylethanamine obtained in Step B (100 mg) and triethylsilane (38.8 μL) in dichloromethane (1.2 mL) was slowly added trifluoroacetic acid (1.2 mL) under ice-cooling. The reaction mixture was warmed to room temperature, stirred for 3 hr, and concentrated under reduced pressure. To a solution of the obtained residue and acetic anhydride (32.7 μL) in dichloromethane (2.0 mL) was added triethylamine (97.0 μL) under ice-cooling, and the mixture was sti...